This data is from the Open Reaction Database (ORD), a public repository of structured organic reaction records. The task is: describe an organic reaction: reactants, conditions, products, and yield The product is FC=1C(=CC2=C(NC(O2)=O)C1)NCC=1COCCC1 (5-Fluoro-6-[(5,6-Dihydro-2H-pyran-3-yl)methylamino]benzoxazolin-2-one). Isolated yield 27.9%. Solvent: C(C)O (ethanol). Procedure details: To a solution of 6-amino-5-fluoro-benzoxazolin-2-one (0.97 g, 5.7 mmole) and 3-formyl-5,6-dihydro-2H-pyran (0.71 g, 6.3 mmole) in ethanol (40 ml) were added molecular sieves (4A, 1 g). The mixture was heated under reflux for 3 hours. Upon cooling, the reaction mixture was filtered and the filtrate was concentrated to yield a solid product, which was washed with ethanol. This product was dissolved in methanol (200 ml) and then sodium borohydride was added in portions at room temperature. Stirring... As a reaction SMILES: [NH2:1][C:2]1[C:11]([F:12])=[CH:10][C:5]2[NH:6][C:7](=[O:9])[O:8][C:4]=2[CH:3]=1.[CH:13]([C:15]1[CH2:16][O:17][CH2:18][CH2:19][CH:20]=1)=O>C(O)C>[F:12][C:11]1[C:2]([NH:1][CH2:13][C:15]2[CH2:16][O:17][CH2:18][CH2:19][CH:20]=2)=[CH:3][C:4]2[O:8][C:7](=[O:9])[NH:6][C:5]=2[CH:10]=1. Reactants: NC1=CC2=C(NC(O2)=O)C=C1F (6-amino-5-fluoro-benzoxazolin-2-one), C(=O)C=1COCCC1 (3-formyl-5,6-dihydro-2H-pyran), 4A. Starting materials: [Al+3], O=C=O, Cc1ccccc1, Cc1cc(C)c(C2CCCCC2)cc1C, [Cl-], [Cl-], [Cl-]. Yields the product Cc1cc(C2CCCCC2)c(C)c(C(=O)O)c1C. As a reaction SMILES: [Al+3:2].[C:20](=[O:21])=[O:22].[CH3:23][c:24]1[cH:25][cH:26][cH:27][cH:28][cH:29]1.[CH:5]1([c:11]2[c:12]([CH3:19])[cH:13][c:14]([CH3:18])[c:15]([CH3:17])[cH:16]2)[CH2:6][CH2:7][CH2:8][CH2:9][CH2:10]1.[Cl-:1].[Cl-:3].[Cl-:4]>>[CH:5]1([c:11]2[c:12]([CH3:19])[c:13]([C:20](=[O:21])[OH:22])[c:14]([CH3:18])[c:15]([CH3:17])[cH:16]2)[CH2:6][CH2:7][CH2:8][CH2:9][CH2:10]1. Starting materials: [BH4-], CCOCC, C1CCOC1, CCCCCC, [Na+], C=CCO, C=CCOC(=O)c1cccc(C(=O)OCC=C)n1. As a reaction SMILES: [BH4-:23].[CH2:31]([O:32][CH2:33][CH3:34])[CH3:35].[CH2:36]1[O:37][CH2:38][CH2:39][CH2:40]1.[CH3:25][CH2:26][CH2:27][CH2:28][CH2:29][CH3:30].[Na+:24].[OH:19][CH2:20][CH:21]=[CH2:22].[n:1]1[c:2]([C:13](=[O:14])[O:15][CH2:16][CH:17]=[CH2:18])[cH:3][cH:4][cH:5][c:6]1[C:7](=[O:8])[O:9][CH2:10][CH:11]=[CH2:12]>>[n:1]1[c:2]([C:13](=[O:14])[O:15][CH2:16][CH:17]=[CH2:18])[cH:3][cH:4][cH:5][c:6]1[CH2:7][OH:8]. The product is C=CCOC(=O)c1cccc(CO)n1.